Dataset: the Open Reaction Database (ORD), a public repository of structured organic reaction records. Task: describe an organic reaction: reactants, conditions, products, and yield Starting materials: N1=C(Cl)N=C(Cl)N=C1Cl (cyanuric chloride), BrC1=C(C(=C(C(=C1O)Br)Br)C(C)(C)C1=CC=C(C=C1)O)Br (tetrabromobisphenol A), Cl (hydrochloric acid). Solvent: C(C)C(=O)C (methyl ethyl ketone). Conditions: temperature 30 celsius, time 3600 second. Yields the product BrC1=C(C(=C(C(=C1O)Br)Br)C(C)(C)C1=CC=C(C=C1)O)Br.N1=C(Cl)N=C(Cl)N=C1Cl (Tetrabromobisphenol A Cyanuric Chloride). RXN SMILES: [N:1]1[C:8]([Cl:9])=[N:7][C:5]([Cl:6])=[N:4][C:2]=1[Cl:3].[Br:10][C:11]1[C:16]([OH:17])=[C:15]([Br:18])[C:14]([Br:19])=[C:13]([C:20]([C:23]2[CH:28]=[CH:27][C:26]([OH:29])=[CH:25][CH:24]=2)([CH3:22])[CH3:21])[C:12]=1[Br:30].Cl>C(C(C)=O)C>[Br:10][C:11]1[C:16]([OH:17])=[C:15]([Br:18])[C:14]([Br:19])=[C:13]([C:20]([C:23]2[CH:28]=[CH:27][C:26]([OH:29])=[CH:25][CH:24]=2)([CH3:22])[CH3:21])[C:12]=1[Br:30].[N:1]1[C:8]([Cl:9])=[N:7][C:5]([Cl:6])=[N:4][C:2]=1[Cl:3] |f:4.5|. Procedure details: To a reaction flask equipped with a stirrer, reflux condenser, a nitrogen purge, and a temperature controlling device, were added 25.0 grams (0.136 mole) of cyanuric chloride, 331.88 grams (0.61 mole) of tetrabromobisphenol A, and a 356.88 grams of methyl ethyl ketone. While maintaining the temperature at 30° C. 34.24 grams (0.428 mole) of 50% aqueous caustic was slowly added during about 30 minutes (1800 s). The reaction mixture was stirred for an additional hour (3600 s) at 30° C., then for an... Reactants: C(C)(C)(C)OC(NC=1[C@@](OC[C@@](N1)(C)C1=C(C=CC(=C1)[N+](=O)[O-])F)(C(F)(F)F)C)=O ([(2R,5R)-5-(2-fluoro-5-nitro-phenyl)-2,5-dimethyl-2-trifluoromethyl-5,6-dihydro-2H-[1,4]oxazin-3-yl]-carbamic acid tert-butyl ester). Reagents/catalysts: [Pd] (Pd—C). Solvent: C(C)(C)O.C1CCOC1 (isopropanol THF). Yields the product C(C)(C)(C)OC(NC=1[C@@](OC[C@@](N1)(C)C1=C(C=CC(=C1)N)F)(C(F)(F)F)C)=O ([(2R,5R)-5-(5-Amino-2-fluoro-phenyl)-2,5-dimethyl-2-trifluoromethyl-5,6-dihydro-2H-[1,4]oxazin-3-yl]-carbamic acid tert-butyl ester). Reaction SMILES: [C:1]([O:5][C:6](=[O:30])[NH:7][C:8]1[C@:9]([CH3:29])([C:25]([F:28])([F:27])[F:26])[O:10][CH2:11][C@:12]([C:15]2[CH:20]=[C:19]([N+:21]([O-])=O)[CH:18]=[CH:17][C:16]=2[F:24])([CH3:14])[N:13]=1)([CH3:4])([CH3:3])[CH3:2]>C(O)(C)C.C1COCC1.[Pd]>[C:1]([O:5][C:6](=[O:30])[NH:7][C:8]1[C@:9]([CH3:29])([C:25]([F:28])([F:27])[F:26])[O:10][CH2:11][C@:12]([C:15]2[CH:20]=[C:19]([NH2:21])[CH:18]=[CH:17][C:16]=2[F:24])([CH3:14])[N:13]=1)([CH3:2])([CH3:3])[CH3:4] |f:1.2|. Procedure: A solution of [(2R,5R)-5-(2-fluoro-5-nitro-phenyl)-2,5-dimethyl-2-trifluoromethyl-5,6-dihydro-2H-[1,4]oxazin-3-yl]-carbamic acid tert-butyl ester (0.98 g, 2.25 mmol) in isopropanol-THF 2:1 (24 ml) was hydrogenated over 5% Pd—C for 4 h at 50° C. The catalyst was filtered off over Celite and the filtrate was concentrated to provide the title compound after crystallization from TBME-hexane as beige crystals: TLC (hexane-EtOAc 1:1): Rf=0.42; UPLC RtH5=0.955 min; ESIMS: 406 [(M+H)+]; 1H NMR (360 MHz,... Reactants: 020 A1, ClCC(=O)CCl (1,3-dichloroacetone), N1N=CN=C1 (1,2,4-triazole). The product is N1(N=CN=C1)CC(CN1N=CN=C1)=O (1,3-bis(1,2,4-triazole-1-yl)-propan-2-on). Reaction SMILES: Cl[CH2:2][C:3]([CH2:5]Cl)=[O:4].[NH:7]1[CH:11]=[N:10][CH:9]=[N:8]1>>[N:7]1([CH2:2][C:3](=[O:4])[CH2:5][N:7]2[CH:11]=[N:10][CH:9]=[N:8]2)[CH:11]=[N:10][CH:9]=[N:8]1. Reported procedure: According to the Spanish Patent Number ES 549 020 A1 1 mole of 1,3-dichloroacetone is reacted with 2 mole of 1,2,4-triazole, then the 1,3-bis(1,2,4-triazole-1-yl)-propan-2-on obtained with low yield is reacted with 2,4-difluorophenylmagnesium bromide to give fluconazole. The yield is about 45% calculated on the Grignard reagent. Reactants: BrC1=CC(=CC(=C1)OC)I (1-Bromo-3-iodo-5-methoxy-benzene), Br (hydrogen bromide). Reagents/catalysts: [Br-].C(CCC)[N+](CCCC)(CCCC)CCCC (Tetrabutylammonium bromide). Run in C(C)(=O)O (acetic acid). Conditions: time 2 day. The product is BrC=1C=C(C=C(C1)I)O (3-Bromo-5-iodo-phenol). Isolated yield 352.9%. Reaction SMILES: [Br:1][C:2]1[CH:7]=[C:6]([O:8]C)[CH:5]=[C:4]([I:10])[CH:3]=1.Br>C(O)(=O)C.[Br-].C([N+](CCCC)(CCCC)CCCC)CCC>[Br:1][C:2]1[CH:7]=[C:6]([OH:8])[CH:5]=[C:4]([I:10])[CH:3]=1 |f:3.4|. Procedure details: 1-Bromo-3-iodo-5-methoxy-benzene (6.29 g, 20.1 mmol) was suspended in a solution of hydrogen bromide in acetic acid (33%, 150 mL). Tetrabutylammonium bromide (0.5 g, 1.55 mmol) was added and the mixture was heated to reflux under vigorous stirring for 2 d. After cooling to room temperature the mixture was extracted with methylene chloride (3×100 mL). The combined organic layers were washed with water (50 mL), dried (MgSO4) and concentrated to give the crude product which was purified by flash ch... The reactants are OC1=CC(NC=C1)=O (4-hydroxy-2-pyridone), C(C)(=O)Cl (acetyl chloride). The solvent is C(C)(=O)OCC (ethyl acetate). Yields the product C(C)(=O)OC1=CC(NC=C1)=O (4-acetoxy-2-pyridone). Isolated yield 60.0%. As a reaction SMILES: [OH:1][C:2]1[CH:7]=[CH:6][NH:5][C:4](=[O:8])[CH:3]=1.[C:9](Cl)(=[O:11])[CH3:10]>C(OCC)(=O)C>[C:9]([O:1][C:2]1[CH:7]=[CH:6][NH:5][C:4](=[O:8])[CH:3]=1)(=[O:11])[CH3:10]. Procedure details: A 5.00 g quantity of 4-hydroxy-2-pyridone and 3.84 ml of acetyl chloride were reacted for 5 hours in the same manner as in Example 2. The title compound was isolated in an amount of 4.15 g from the reaction mixture in the same manner as in Example 2 except that ethyl acetate was used as extraction solvent. Yield was 60%. Reactants: CCc1nnc(N)o1, Cc1cc(C)n(C(=O)C2c3ccccc3Oc3ccccc32)n1, CC(C)=O, CN(C)C=O. Yields the product CCc1nnc(NC(=O)C2c3ccccc3Oc3ccccc32)o1. RXN SMILES: [CH2:24]([CH3:25])[c:26]1[n:27][n:28][c:29]([NH2:31])[o:30]1.[CH3:1][c:2]1[cH:3][c:4]([CH3:5])[n:6]([C:8](=[O:9])[CH:10]2[c:11]3[cH:12][cH:13][cH:14][cH:15][c:16]3[O:17][c:18]3[cH:19][cH:20][cH:21][cH:22][c:23]32)[n:7]1.[CH3:32][C:33](=[O:34])[CH3:35].[O:36]=[CH:37][N:38]([CH3:39])[CH3:40]>>[C:8](=[O:9])([CH:10]1[c:11]2[cH:12][cH:13][cH:14][cH:15][c:16]2[O:17][c:18]2[cH:19][cH:20][cH:21][cH:22][c:23]21)[NH:31][c:29]1[n:28][n:27][c:26]([CH2:24][CH3:25])[o:30]1. Reactants: CC(=O)OCC(C)(C)C(OC(C)=O)C(=O)NCCC(=O)O, CCN=C=NCCCN(C)C, ClCCl, Nc1ccc(O)cc1. Yields the product CC(=O)OCC(C)(C)C(OC(C)=O)C(=O)NCCC(=O)Nc1ccc(O)cc1. Reaction SMILES: [C:12]([CH3:13])(=[O:14])[O:15][CH:16]([C:17](=[O:18])[NH:19][CH2:20][CH2:21][C:22](=[O:23])[OH:24])[C:25]([CH2:26][O:27][C:28]([CH3:29])=[O:30])([CH3:31])[CH3:32].[CH2:1]([N:2]=[C:3]=[N:4][CH2:5][CH2:6][CH2:7][N:8]([CH3:9])[CH3:10])[CH3:11].[CH2:41]([Cl:42])[Cl:43].[NH2:33][c:34]1[cH:35][cH:36][c:37]([OH:40])[cH:38][cH:39]1>>[C:12]([CH3:13])(=[O:14])[O:15][CH:16]([C:17](=[O:18])[NH:19][CH2:20][CH2:21][C:22](=[O:24])[NH:33][c:34]1[cH:35][cH:36][c:37]([OH:40])[cH:38][cH:39]1)[C:25]([CH2:26][O:27][C:28]([CH3:29])=[O:30])([CH3:31])[CH3:32].